From a dataset of the Open Reaction Database (ORD), a public repository of structured organic reaction records. describe an organic reaction: reactants, conditions, products, and yield Starting materials: O(C1=CC=CC=C1)C=1C=NC=CC1 (3-phenoxypyridine), [N+](=O)(O)[O-] (nitric acid). Run in C(C)O (ethanol). Product: [N+](=O)(O)[O-].O(C1=CC=CC=C1)C=1C=NC=CC1 (3-phenoxypyridine Nitrate). Reaction SMILES: [O:1]([C:8]1[CH:9]=[N:10][CH:11]=[CH:12][CH:13]=1)[C:2]1[CH:7]=[CH:6][CH:5]=[CH:4][CH:3]=1.[N+:14]([O-:17])([OH:16])=[O:15]>C(O)C>[N+:14]([O-:17])([OH:16])=[O:15].[O:1]([C:8]1[CH:9]=[N:10][CH:11]=[CH:12][CH:13]=1)[C:2]1[CH:3]=[CH:4][CH:5]=[CH:6][CH:7]=1 |f:3.4|. Procedure: A solution of 9 g. of 3-phenoxypyridine in 20 ml. of absolute ethanol is treated with 9 g. of 70% nitric acid with stirring. The resulting mixture is diluted with 200 ml. of ether and the crystaline precipitate of 3-phenoxypyridine nitrate is collected by filtration, washed with ether and dried at reduced pressure; m.p. 103.5°-105° C. Starting materials: C1CNCCN1, CCOC(C)=O, Cc1ccccc1, N#CCC#N, O, O=C(O)c1ccccc1, COc1cc(COc2nn(-c3ccccc3)cc2C=O)ccc1OCc1nc(-c2ccco2)oc1C. Product: COc1cc(COc2nn(-c3ccccc3)cc2C=C(C#N)C#N)ccc1OCc1nc(-c2ccco2)oc1C. As a reaction SMILES: [CH2:37]1[NH:38][CH2:39][CH2:40][NH:41][CH2:42]1.[CH3:57][CH2:58][O:59][C:60](=[O:61])[CH3:62].[CH3:64][c:65]1[cH:66][cH:67][cH:68][cH:69][cH:70]1.[N:43]#[C:44][CH2:45][C:46]#[N:47].[OH2:63].[OH:48][C:49]([c:50]1[cH:51][cH:52][cH:53][cH:54][cH:55]1)=[O:56].[o:1]1[c:2](-[c:6]2[o:7][c:8]([CH3:36])[c:9]([CH2:11][O:12][c:13]3[c:14]([O:34][CH3:35])[cH:15][c:16]([CH2:17][O:18][c:19]4[n:20][n:21](-[c:26]5[cH:27][cH:28][cH:29][cH:30][cH:31]5)[cH:22][c:23]4[CH:24]=[O:25])[cH:32][cH:33]3)[n:10]2)[cH:3][cH:4][cH:5]1>>[o:1]1[c:2](-[c:6]2[o:7][c:8]([CH3:36])[c:9]([CH2:11][O:12][c:13]3[c:14]([O:34][CH3:35])[cH:15][c:16]([CH2:17][O:18][c:19]4[n:20][n:21](-[c:26]5[cH:27][cH:28][cH:29][cH:30][cH:31]5)[cH:22][c:23]4[CH:24]=[C:45]([C:44]#[N:43])[C:46]#[N:47])[cH:32][cH:33]3)[n:10]2)[cH:3][cH:4][cH:5]1. Solvent: ClCCl (dichloromethane), CO (MeOH), O (water). The reactants are C(C)(=O)NC=1SC(=C(N1)CCC1=CC=C(C=C1)NC(OC(C)(C)C)=O)CNCCC(=O)N(C)C (tert-Butyl (4-{2-[2-(acetylamino)-5-({[3-(N,N-dimethylamino)-3-oxopropyl]amino}methyl)-1,3-thiazol-4-yl]ethyl}phenyl)carbamate), C=O (formaline), [OH-].[Na+] (NaOH), C(C)(=O)O[BH-](OC(C)=O)OC(C)=O.[Na+] (sodium triacetoxyborohydride). Product: C(C)(=O)NC=1SC(=C(N1)CCC1=CC=C(C=C1)NC(OC(C)(C)C)=O)CN(C)CCC(=O)N(C)C (tert-butyl {4-[2-(2-(acetylamino)-5-{[[3-(N,N-dimethylamino)-3-oxopropyl](methyl)amino]methyl}-1,3-thiazol-4-yl)ethyl]phenyl}carbamate). Isolated yield 87.9%. Reaction conditions: time 12 hour. Reaction SMILES: [C:1]([NH:4][C:5]1[S:6][C:7]([CH2:26][NH:27][CH2:28][CH2:29][C:30]([N:32]([CH3:34])[CH3:33])=[O:31])=[C:8]([CH2:10][CH2:11][C:12]2[CH:17]=[CH:16][C:15]([NH:18][C:19](=[O:25])[O:20][C:21]([CH3:24])([CH3:23])[CH3:22])=[CH:14][CH:13]=2)[N:9]=1)(=[O:3])[CH3:2].C=O.[C:37](O[BH-](OC(=O)C)OC(=O)C)(=O)C.[Na+].[OH-].[Na+]>ClCCl.O.CO>[C:1]([NH:4][C:5]1[S:6][C:7]([CH2:26][N:27]([CH2:28][CH2:29][C:30]([N:32]([CH3:34])[CH3:33])=[O:31])[CH3:37])=[C:8]([CH2:10][CH2:11][C:12]2[CH:13]=[CH:14][C:15]([NH:18][C:19](=[O:25])[O:20][C:21]([CH3:22])([CH3:23])[CH3:24])=[CH:16][CH:17]=2)[N:9]=1)(=[O:3])[CH3:2] |f:2.3,4.5|. Reported procedure: To a solution of the compound obtained in Step 1 (100 mg) in dichloromethane (1.5 mL) was added formaline (35%, 87.6 μl). To this suspension was added 0.05 ml of MeOH. Then, sodium triacetoxyborohydride (433 mg) was added, and the mixture was stirred for 12 hrs. To the mixture were added water and 1N NaOH to adjust pH of aquaous phase (ca. pH 8–9). The mixture was extracted with dichloromethane. The organic layer was dried with MgSO4 and concentrated under redused pressure. Resulting oil was pur... Reactants: COC=1C=C(C(=O)OC)C=CC1N(CCCl)CCCl (Methyl 3-methoxy-4-[bis(2-chloroethyl)amino]benzoate). Solvent: Cl (hydrochloric acid). Reaction conditions: time 30 minute. Product: COC=1C=C(C(=O)O)C=CC1N(CCCl)CCCl (3-Methoxy-4-[N,N-bis(2-chloroethyl)amino]benzoic acid). Isolated yield 73.3%. Reaction SMILES: [CH3:1][O:2][C:3]1[CH:4]=[C:5]([CH:10]=[CH:11][C:12]=1[N:13]([CH2:17][CH2:18][Cl:19])[CH2:14][CH2:15][Cl:16])[C:6]([O:8]C)=[O:7]>Cl>[CH3:1][O:2][C:3]1[CH:4]=[C:5]([CH:10]=[CH:11][C:12]=1[N:13]([CH2:14][CH2:15][Cl:16])[CH2:17][CH2:18][Cl:19])[C:6]([OH:8])=[O:7]. Procedure details: Methyl 3-methoxy-4-[bis(2-chloroethyl)amino]benzoate (1.0 g; 3.3 mmol) was added to 20 ml of concentrated hydrochloric acid, followed by stirring for 30 minutes under heating and reflux. The solvent was distilled out under reduced pressure, whereby 707 mg of white powder were obtained (yield: 74%).